Task: describe an organic reaction: reactants, conditions, products, and yield. Dataset: the Open Reaction Database (ORD), a public repository of structured organic reaction records Starting materials: Cl (hydrochloric acid), C([O-])([O-])=O.[K+].[K+] (Potassium carbonate), FC1=CC(=C(C=C1)C(C)=O)O (4′-fluoro-2′-hydroxyacetophenone), C(C1=CC=CC=C1)Br (Benzyl bromide). Solvent: CN(C)C=O (DMF). Reaction conditions: time 18 hour. Product: C(C1=CC=CC=C1)OC1=C(C=CC(=C1)F)C(C)=O (2′-(benzyloxy)-4′-fluoroacetophenone). Isolated yield 97.2%. As a reaction SMILES: C(=O)([O-])[O-].[K+].[K+].[F:7][C:8]1[CH:13]=[CH:12][C:11]([C:14](=[O:16])[CH3:15])=[C:10]([OH:17])[CH:9]=1.[CH2:18](Br)[C:19]1[CH:24]=[CH:23][CH:22]=[CH:21][CH:20]=1.Cl>CN(C=O)C>[CH2:18]([O:17][C:10]1[CH:9]=[C:8]([F:7])[CH:13]=[CH:12][C:11]=1[C:14](=[O:16])[CH3:15])[C:19]1[CH:24]=[CH:23][CH:22]=[CH:21][CH:20]=1 |f:0.1.2|. Procedure: Potassium carbonate (4.02 g, 29.10 mmol) was added to a solution of 4′-fluoro-2′-hydroxyacetophenone (2.0 mL, 2.56 g, 16.60 mmol) in DMF (15 mL). Benzyl bromide (2.07 mL, 2.98 g, 17.50 mmol) was added dropwise over 5 minutes at room temperature, and the mixture stirred for 18 h. The mixture was poured into hydrochloric acid (1.0 M in H2O; 200 mL) and extracted with ethyl acetate (2×100 mL). The combined organic extracts were dried (MgSO4) and the solvents removed in vacuo. Pure 2′-(benzyloxy)-4′... Reactants: Cl (HCl), [Al+3].[Cl-].[Cl-].[Cl-] (AlCl3), C1(=CC(=CC=C1)C)C (m-xylene), BrC(C(=O)Br)(C)C (2-bromoisobutyryl bromide). The solvent is C(Cl)Cl (methylene chloride). The product is CC1C(C2=C(C=C(C=C2C1)C)C)=O (2,5,7-Trimethyl-1-indanone). The yield is 93.0%. RXN SMILES: [Al+3].[Cl-].[Cl-].[Cl-].[C:5]1([CH3:12])[CH:10]=[CH:9][CH:8]=[C:7]([CH3:11])[CH:6]=1.Br[C:14]([CH3:19])([CH3:18])[C:15](Br)=[O:16].Cl>C(Cl)Cl>[CH3:18][CH:14]1[CH2:19][C:9]2[C:10](=[C:5]([CH3:12])[CH:6]=[C:7]([CH3:11])[CH:8]=2)[C:15]1=[O:16] |f:0.1.2.3|. Procedure details: 107 g (810 mmol) of AlCl3 are slowly added to a solution of 34.4 g (324 mmol) of m-xylene (99% pure) and 74 g (324 mmol) of 2-bromoisobutyryl bromide (98% pure) in 600 ml of analytical grade methylene chloride via a solids metering funnel at room temperature, while stirring vigorously, whereupon vigorous evolution of gas started. The mixture was stirred at room temperature for 15 hours, poured onto ice-water, which was acidified with 25 ml of concentrated HCl, and extracted several times with et... Starting materials: CCO, CCOC(=O)C1CN(S(C)(=O)=O)CCN1S(=O)(=O)CCCCl, Cl, [Na+], C1COCCO1, [OH-]. Product: CS(=O)(=O)N1CCN(S(=O)(=O)CCCCl)C(C(=O)O)C1. RXN SMILES: [CH3:32][CH2:33][OH:34].[Cl:1][CH2:2][CH2:3][CH2:4][S:5](=[O:6])(=[O:7])[N:8]1[CH:9]([C:18](=[O:19])[O:20][CH2:21][CH3:22])[CH2:10][N:11]([S:14](=[O:15])(=[O:16])[CH3:17])[CH2:12][CH2:13]1.[ClH:25].[Na+:24].[O:26]1[CH2:27][CH2:28][O:29][CH2:30][CH2:31]1.[OH-:23]>>[Cl:1][CH2:2][CH2:3][CH2:4][S:5](=[O:6])(=[O:7])[N:8]1[CH:9]([C:18](=[O:19])[OH:20])[CH2:10][N:11]([S:14](=[O:15])(=[O:16])[CH3:17])[CH2:12][CH2:13]1. Reactants: C(CCl)Cl (EDC), CNC1=NC=CC(=N1)OC=1C=C(C(=CC1)N)N (4-(2-methylamino-pyrimidin-4-yloxy)-benzene-1,2-diamine), ClC1=C(CN2CCN(CC2)C)C=C(C=C1)N=C=S (1-(2-chloro-5-isothiocyanato-benzyl)-4-methyl-piperazine). Run in CC#N (CH3CN), CC#N (CH3CN). Run at time 16 hour. The product is ClC1=C(C=C(C=C1)NC1=NC2=C(N1)C=CC(=C2)OC2=NC(=NC=C2)NC)CN2CCN(CC2)C ([4-chloro-3-(4-methyl-piperazin-1-ylmethyl)-phenyl]-[5-(2-methylamino-pyrimidin-4-yloxy)-1H-benzimidazol-2-yl]-amine). Reaction SMILES: [CH3:1][NH:2][C:3]1[N:8]=[C:7]([O:9][C:10]2[CH:11]=[C:12]([NH2:17])[C:13]([NH2:16])=[CH:14][CH:15]=2)[CH:6]=[CH:5][N:4]=1.[Cl:18][C:19]1[CH:32]=[CH:31][C:30]([N:33]=[C:34]=S)=[CH:29][C:20]=1[CH2:21][N:22]1[CH2:27][CH2:26][N:25]([CH3:28])[CH2:24][CH2:23]1.C(Cl)CCl>CC#N>[Cl:18][C:19]1[CH:32]=[CH:31][C:30]([NH:33][C:34]2[NH:16][C:13]3[CH:14]=[CH:15][C:10]([O:9][C:7]4[CH:6]=[CH:5][N:4]=[C:3]([NH:2][CH3:1])[N:8]=4)=[CH:11][C:12]=3[N:17]=2)=[CH:29][C:20]=1[CH2:21][N:22]1[CH2:27][CH2:26][N:25]([CH3:28])[CH2:24][CH2:23]1. Reported procedure: To a solution of 4-(2-methylamino-pyrimidin-4-yloxy)-benzene-1,2-diamine (Step C, 300 mg, 1.3 mmol, 1.0 eq) in anhydrous CH3CN (20 mL) was added drop-wise a solution of 1-(2-chloro-5-isothiocyanato-benzyl)-4-methyl-piperazine (405 mg [residual imidazole present], 1.3 mmol, 1.0 eq) in anhydrous CH3CN (10 mL). The solution was stirred for 16 h at RT. EDC (250 mg, 1.3 mmol, 1.0 eq) was added and the reaction was heated to 80° C. and stirred for 2 h. The solvent was removed under reduced pressure an... The reactants are C1CCNCC1, [Cl-], [Cl-], CCOC(=O)Nc1c(F)cc(Cl)c2nc(Cl)sc12, [NH4+], [Na+], C1CCOC1. Yields the product CCOC(=O)Nc1c(F)cc(Cl)c2nc(N3CCCCC3)sc12. Reaction SMILES: [CH2:19]1[CH2:20][CH2:21][NH:22][CH2:23][CH2:24]1.[Cl-:25].[Cl-:28].[Cl:1][c:2]1[s:3][c:4]2[c:5]([n:6]1)[c:7]([Cl:18])[cH:8][c:9]([F:17])[c:10]2[NH:11][C:12]([O:13][CH2:14][CH3:15])=[O:16].[NH4+:26].[Na+:27].[O:29]1[CH2:30][CH2:31][CH2:32][CH2:33]1>>[c:2]1([N:22]2[CH2:21][CH2:20][CH2:19][CH2:24][CH2:23]2)[s:3][c:4]2[c:5]([n:6]1)[c:7]([Cl:18])[cH:8][c:9]([F:17])[c:10]2[NH:11][C:12]([O:13][CH2:14][CH3:15])=[O:16]. The reactants are COC(C1=C(C=CC(=C1)S(NC)(=O)=O)O)=O (2-hydroxy-5-methylsulfamoyl-benzoic acid methyl ester), C([O-])([O-])=O.[K+].[K+] (potassium carbonate), FC(C(C)OS(=O)(=O)C(F)(F)F)(F)F (trifluoro-methanesulfonic acid 2,2,2-trifluoro-1-methyl-ethyl ester). The solvent is CN(C)C=O (DMF). Reaction conditions: temperature 90 celsius. The product is COC(C1=C(C=CC(=C1)S(NC)(=O)=O)OC(C(F)(F)F)C)=O (rac-5-Methylsulfamoyl-2-(2,2,2-trifluoro-1-methyl-ethoxy)-benzoic acid methyl ester). Reaction SMILES: [CH3:1][O:2][C:3](=[O:16])[C:4]1[CH:9]=[C:8]([S:10](=[O:14])(=[O:13])[NH:11][CH3:12])[CH:7]=[CH:6][C:5]=1[OH:15].C(=O)([O-])[O-].[K+].[K+].[F:23][C:24]([F:36])([F:35])[CH:25](OS(C(F)(F)F)(=O)=O)[CH3:26]>CN(C=O)C>[CH3:1][O:2][C:3](=[O:16])[C:4]1[CH:9]=[C:8]([S:10](=[O:14])(=[O:13])[NH:11][CH3:12])[CH:7]=[CH:6][C:5]=1[O:15][CH:25]([CH3:26])[C:24]([F:36])([F:35])[F:23] |f:1.2.3|. Procedure: To 4.1 mmol 2-hydroxy-5-methylsulfamoyl-benzoic acid methyl ester and 4.1 mmol potassium carbonate in 5 ml DMF was added dropwise 6.1 mmol trifluoro-methanesulfonic acid 2,2,2-trifluoro-1-methyl-ethyl ester and the mixture was heated at 90° C. for 16 h. The mixture was then cooled to RT, poured onto water and extracted 3 times with ethyl acetate. The combined organic phases were dried with Na2SO4. Evaporation in vacuo followed by chromatography on silica gel (eluant: dichloromethane) afforded th...